Dataset: the Open Reaction Database (ORD), a public repository of structured organic reaction records. Task: describe an organic reaction: reactants, conditions, products, and yield The reactants are N12C[C@@H](C(CC1)CC2)OC(=O)C2(CCCCCC2)C=2SC=CC2 (1-Thiophen-2-yl-cycloheptanecarboxylic acid (R)-(1-aza-bicyclo[2.2.2]oct-3-yl)ester), BrCC(=O)NC=1N=NC=CC1 (2-bromo-N-pyridazin-3-yl-acetamide), C(C)(=O)OCC (Ethyl acetate), CCCC(C)C (isohexane). Solvent: C(C)#N (acetonitrile). Run at time 8 hour. The product is [Br-].N1=NC(=CC=C1)NC(=O)C[N+]12C[C@@H](C(CC1)CC2)OC(=O)C2(CCCCCC2)C=2SC=CC2 ((R)-1-(Pyridazin-3-ylcarbamoylmethyl)-3-(1-thiophen-2-yl-cycloheptanecarbonyloxy)-1-azonia-bicyclo[2.2.2]octane bromide). The yield is 10.6%. RXN SMILES: [N:1]12[CH2:8][CH2:7][CH:4]([CH2:5][CH2:6]1)[C@@H:3]([O:9][C:10]([C:12]1([C:19]3[S:20][CH:21]=[CH:22][CH:23]=3)[CH2:18][CH2:17][CH2:16][CH2:15][CH2:14][CH2:13]1)=[O:11])[CH2:2]2.[Br:24][CH2:25][C:26]([NH:28][C:29]1[N:30]=[N:31][CH:32]=[CH:33][CH:34]=1)=[O:27].C(OCC)(=O)C.CCCC(C)C>C(#N)C>[Br-:24].[N:31]1[CH:32]=[CH:33][CH:34]=[C:29]([NH:28][C:26]([CH2:25][N+:1]23[CH2:6][CH2:5][CH:4]([CH2:7][CH2:8]2)[C@@H:3]([O:9][C:10]([C:12]2([C:19]4[S:20][CH:21]=[CH:22][CH:23]=4)[CH2:18][CH2:17][CH2:16][CH2:15][CH2:14][CH2:13]2)=[O:11])[CH2:2]3)=[O:27])[N:30]=1 |f:5.6|. Procedure details: 1-Thiophen-2-yl-cycloheptanecarboxylic acid (R)-(1-aza-bicyclo[2.2.2]oct-3-yl)ester (Example 5d) (80 mg) and 2-bromo-N-pyridazin-3-yl-acetamide (Example 5e) (52 mg) were dissolved in acetonitrile (3 mL) and stirred overnight. Ethyl acetate (9 mL) and isohexane (4 mL) were added and stirred overnight. The resulting crystals were filtered off and then triturated with ethyl acetate to afford the titled compound (14 mg).